Task: describe an organic reaction: reactants, conditions, products, and yield. Dataset: the Open Reaction Database (ORD), a public repository of structured organic reaction records Reactants: CCOC(=O)C1(NC(=O)c2cccc3cc(C)oc23)Cc2ccccc2C1, C1COCCO1, CO, [Li+], [OH-], O. The product is Cc1cc2cccc(C(=O)NC3(C(=O)O)Cc4ccccc4C3)c2o1. Reaction SMILES: [CH2:1]([CH3:2])[O:3][C:4](=[O:5])[C:6]1([NH:15][C:16](=[O:17])[c:18]2[cH:19][cH:20][cH:21][c:22]3[cH:23][c:24]([CH3:27])[o:25][c:26]23)[CH2:7][c:8]2[cH:9][cH:10][cH:11][cH:12][c:13]2[CH2:14]1.[CH2:28]1[O:29][CH2:30][CH2:31][O:32][CH2:33]1.[CH3:34][OH:35].[Li+:37].[OH-:36].[OH2:38]>>[O:3]=[C:4]([OH:5])[C:6]1([NH:15][C:16](=[O:17])[c:18]2[cH:19][cH:20][cH:21][c:22]3[cH:23][c:24]([CH3:27])[o:25][c:26]23)[CH2:7][c:8]2[cH:9][cH:10][cH:11][cH:12][c:13]2[CH2:14]1. Starting materials: ClC1=C(C=CC(=C1)Cl)[N+](=O)[O-] (2,4-dichloronitrobenzene), C([O-])([O-])=O.[K+].[K+] (potassium carbonate), C(C)O (ethanol), NC(CO)C(=O)O (DL-serine). The solvent is O (water). Conditions: time 8 hour. Yields the product COC(C(NC1=C(C=CC=C1)[N+](=O)[O-])CO)=O (N-(2-Nitrophenyl)-DL-serine methyl ester). RXN SMILES: Cl[C:2]1[CH:7]=[C:6](Cl)[CH:5]=[CH:4][C:3]=1[N+:9]([O-:11])=[O:10].[C:12](=O)([O-])[O-].[K+].[K+].C(O)C.[NH2:21][CH:22]([C:25]([OH:27])=[O:26])[CH2:23][OH:24]>O>[CH3:12][O:26][C:25](=[O:27])[CH:22]([CH2:23][OH:24])[NH:21][C:2]1[CH:7]=[CH:6][CH:5]=[CH:4][C:3]=1[N+:9]([O-:11])=[O:10] |f:1.2.3|. Procedure: To 15.66 g of 1-fluoro-2-nitrobenzene (VII), 16.87 g of potassium carbonate, 100 ml of 95% ethanol, and 40 ml of water are added 11.66 g of DL-serine. The reaction is stirred at 90° overnight and then cooled. The solvents are removed under vacuum and the residue is azeotroped with toluene to remove residual water. The resulting solid is washed with ether and toluene to remove unreacted 1-fluoro-2-nitrobenzene. The solid is then stirred for 18 hr at 20°-25° in 80 ml of DMF with 15.34 g of potassi... The reactants are ClC1=C(C=CC(=C1)[N+](=O)[O-])N1CCN(CC1)C(=O)OC(C)(C)C (tert-butyl 4-(2-chloro-4-nitrophenyl)piperazine-1-carboxylate). The reagents and catalysts are [Pt] (Pt/C). Solvent: CCO (EtOH). Yields the product NC1=CC(=C(C=C1)N1CCN(CC1)C(=O)OC(C)(C)C)Cl (tert-butyl 4-(4-amino-2-chlorophenyl)piperazine-1-carboxylate). The yield is 98.4%. As a reaction SMILES: [Cl:1][C:2]1[CH:7]=[C:6]([N+:8]([O-])=O)[CH:5]=[CH:4][C:3]=1[N:11]1[CH2:16][CH2:15][N:14]([C:17]([O:19][C:20]([CH3:23])([CH3:22])[CH3:21])=[O:18])[CH2:13][CH2:12]1>CCO.[Pt]>[NH2:8][C:6]1[CH:5]=[CH:4][C:3]([N:11]2[CH2:16][CH2:15][N:14]([C:17]([O:19][C:20]([CH3:22])([CH3:21])[CH3:23])=[O:18])[CH2:13][CH2:12]2)=[C:2]([Cl:1])[CH:7]=1. Procedure: According to Scheme 5 Step 2: A solution of tert-butyl 4-(2-chloro-4-nitrophenyl)piperazine-1-carboxylate (2.50 mmol, 854 mg) in EtOH (450 mL) was passed through a Pt/C 5% column in an H-Cube equipment (mode: Full). Then the solution was concentrated under reduced pressure to yield tert-butyl 4-(4-amino-2-chlorophenyl)piperazine-1-carboxylate (2.46 mmol, 766 mg, 98%). The product was used without further purification. Reactants: COc1cc(OC2CCN(C(=O)OC(C)(C)C)CC2)ccc1C(=O)O, CCOC(C)=O, Cl. Yields the product COc1cc(OC2CCNCC2)ccc1C(=O)O. As a reaction SMILES: [CH3:1][O:2][c:3]1[c:4]([C:5](=[O:6])[OH:7])[cH:8][cH:9][c:10]([O:12][CH:13]2[CH2:14][CH2:15][N:16]([C:19]([O:20][C:21]([CH3:22])([CH3:23])[CH3:24])=[O:25])[CH2:17][CH2:18]2)[cH:11]1.[CH3:27][CH2:28][O:29][C:30](=[O:31])[CH3:32].[ClH:26]>>[CH3:1][O:2][c:3]1[c:4]([C:5](=[O:6])[OH:7])[cH:8][cH:9][c:10]([O:12][CH:13]2[CH2:14][CH2:15][NH:16][CH2:17][CH2:18]2)[cH:11]1. Starting materials: ClC1=C2N=CN(C2=NC=N1)CC1=CC(OC)=C(OC)C=C1 (6-chloro-9-veratrylpurine), C(CC)N (propylamine). The solvent is CCO (EtOH). Product: C(CC)NC1=C2N=CN(C2=NC=N1)CC1=CC(OC)=C(OC)C=C1 (6-Propylamino-9-veratrylpurine). RXN SMILES: Cl[C:2]1[N:10]=[CH:9][N:8]=[C:7]2[C:3]=1[N:4]=[CH:5][N:6]2[CH2:11][C:12]1[CH:21]=[CH:20][C:17]([O:18][CH3:19])=[C:14]([O:15][CH3:16])[CH:13]=1.[CH2:22]([NH2:25])[CH2:23][CH3:24]>CCO>[CH2:22]([NH:25][C:2]1[N:10]=[CH:9][N:8]=[C:7]2[C:3]=1[N:4]=[CH:5][N:6]2[CH2:11][C:12]1[CH:21]=[CH:20][C:17]([O:18][CH3:19])=[C:14]([O:15][CH3:16])[CH:13]=1)[CH2:23][CH3:24]. Procedure: A reaction mixture containing 5.14 g (16.8 mmol) of 6-chloro-9-veratrylpurine, 7.0 ml (84.9 mmol) of propylamine and 60 ml of EtOH was refluxed for 2.5 hrs. Evaporation of the reaction mixture gave a residual solid which was recrystallized from acetone to give the crude product; yield 4.78 g (87.0%) mp 117°-120°. Further recrystallizations of the crude white material from acetone gave the analytical material; mp 122°-125°. Reactants: BrC=1C=C(C=CC1)C=1C=NC=2N(N1)C(=NN2)C2(CC2)C=2C=C1C=CC=NC1=CC2 (6-{1-[6-(3-bromophenyl)[1,2,4]triazolo[4,3-b][1,2,4]triazin-3-yl]cyclopropyl}quinoline), N1C=NC=C1 (1H-imidazole), [I-].[Na+] (sodium iodide), CN[C@@H]1[C@H](CCCC1)NC ((1S,2S)-N,N′-dimethylcyclohexane-1,2-diamine), C([O-])([O-])=O.[Cs+].[Cs+] (cesium carbonate). The reagents and catalysts are [Cu]I (copper(I) iodide). The solvent is O1CCOCC1 (1,4-dioxane). Conditions: temperature 120 celsius. Yields the product N1(C=NC=C1)C=1C=C(C=CC1)C=1C=NC=2N(N1)C(=NN2)C2(CC2)C=2C=C1C=CC=NC1=CC2 (6-(1-{6-[3-(1H-imidazol-1-yl)phenyl][1,2,4]triazolo[4,3-b][1,2,4]triazin-3-yl}cyclopropyl)quinoline). Isolated yield 46.5%. RXN SMILES: Br[C:2]1[CH:3]=[C:4]([C:8]2[CH:9]=[N:10][C:11]3[N:12]([C:14]([C:17]4([C:20]5[CH:21]=[C:22]6[C:27](=[CH:28][CH:29]=5)[N:26]=[CH:25][CH:24]=[CH:23]6)[CH2:19][CH2:18]4)=[N:15][N:16]=3)[N:13]=2)[CH:5]=[CH:6][CH:7]=1.[NH:30]1[CH:34]=[CH:33][N:32]=[CH:31]1.[I-].[Na+].CN[C@H]1CCCC[C@@H]1NC.C(=O)([O-])[O-].[Cs+].[Cs+]>O1CCOCC1.[Cu]I>[N:30]1([C:2]2[CH:3]=[C:4]([C:8]3[CH:9]=[N:10][C:11]4[N:12]([C:14]([C:17]5([C:20]6[CH:21]=[C:22]7[C:27](=[CH:28][CH:29]=6)[N:26]=[CH:25][CH:24]=[CH:23]7)[CH2:19][CH2:18]5)=[N:15][N:16]=4)[N:13]=3)[CH:5]=[CH:6][CH:7]=2)[CH:34]=[CH:33][N:32]=[CH:31]1 |f:2.3,5.6.7|. Procedure details: To a solution of 6-{1-[6-(3-bromophenyl)[1,2,4]triazolo[4,3-b][1,2,4]triazin-3-yl]cyclopropyl}quinoline (20 mg, 0.04 mmol) in 1,4-dioxane (1 mL) was added 1H-imidazole (4.61 mg, 0.0677 mmol), sodium iodide (14 mg, 0.090 mmol), (1S,2S)-N,N′-dimethylcyclohexane-1,2-diamine (1 mg, 0.009 mmol), copper(I) iodide (0.8 mg, 0.004 mmol), and cesium carbonate (31 mg, 0.095 mmol), then the mixture was heated at 120° C. overnight. The reaction mixture was cooled to RT and filtered. The filtrate was diluted ... Reactants: CC(=O)O, Cc1ccccc1, [Cl-], Cl, [I-], O=N[O-], CC(=O)Nc1ccc(Sc2ccc([N+](=O)[O-])c(N)c2)cc1, NS(=O)(=O)O, [Na+], O. Yields the product CC(=O)Nc1ccc(Sc2ccc([N+](=O)[O-])c(Cl)c2)cc1. As a reaction SMILES: [CH3:33][C:34](=[O:35])[OH:36].[CH3:39][c:40]1[cH:41][cH:42][cH:43][cH:44][cH:45]1.[Cl-:32].[ClH:38].[I-:31].[N:22]([O-:23])=[O:24].[NH2:1][c:2]1[c:3]([N+:19](=[O:20])[O-:21])[cH:4][cH:5][c:6]([S:8][c:9]2[cH:10][cH:11][c:12]([NH:15][C:16]([CH3:17])=[O:18])[cH:13][cH:14]2)[cH:7]1.[NH2:26][S:27](=[O:28])(=[O:29])[OH:30].[Na+:25].[OH2:37]>>[c:2]1([Cl:32])[c:3]([N+:19](=[O:20])[O-:21])[cH:4][cH:5][c:6]([S:8][c:9]2[cH:10][cH:11][c:12]([NH:15][C:16]([CH3:17])=[O:18])[cH:13][cH:14]2)[cH:7]1.